From a dataset of the Open Reaction Database (ORD), a public repository of structured organic reaction records. describe an organic reaction: reactants, conditions, products, and yield Starting materials: [OH-].[Na+] (sodium hydroxide), [Cl-].[NH+]1=CC=CC=C1 (pyridinium chloride), II (iodine), [C-]#N.[Na+] (sodium cyanide). The solvent is O.CC(=O)C (water acetone). Run at temperature 25 celsius, time 24 hour. The product is N1=CC=C(C=C1)C1=CC=NC=C1 (4,4'-bipyridine). RXN SMILES: [Cl-].[NH+:2]1[CH:7]=[CH:6][CH:5]=[CH:4][CH:3]=1.[C-:8]#[N:9].[Na+].II.[OH-].[Na+]>O.CC(C)=O>[N:2]1[CH:7]=[CH:6][C:5]([C:4]2[CH:5]=[CH:6][N:9]=[CH:8][CH:3]=2)=[CH:4][CH:3]=1 |f:0.1,2.3,5.6,7.8|. Procedure details: To 22 parts of 1-[2-pyridyl)ethyl] pyridinium chloride (obtained from pyridine and 2-vinylpyridine as in Example 13) in 100 parts of a mixture of water-acetone (1:1 v/v) was added five parts sodium cyanide, and the mixture stirred 24 hours at 25° C. The resulting dark blue solution was oxidized with an alcoholic iodine solution until the blue color disappeared and 100 parts 40% sodium hydroxide added. Cleavage of the quat and workup as in Example 15 gave 4.9 parts 4,4'-bipyridine. Reactants: CC(=O)N(CCCN1C(=O)c2ccccc2C1=O)c1ccc(-c2cc(=O)c3c(N)c(F)cc(F)c3o2)cc1F, Cl, [Na+], C1COCCO1, [OH-]. The product is Nc1c(F)cc(F)c2oc(-c3ccc(NCCCN4C(=O)c5ccccc5C4=O)c(F)c3)cc(=O)c12. RXN SMILES: [C:1](=[O:2])([CH3:3])[N:4]([CH2:5][CH2:6][CH2:7][N:8]1[C:9](=[O:18])[c:10]2[c:11]([cH:14][cH:15][cH:16][cH:17]2)[C:12]1=[O:13])[c:19]1[c:20]([F:39])[cH:21][c:22](-[c:25]2[o:26][c:27]3[c:28]([c:29](=[O:31])[cH:30]2)[c:32]([NH2:38])[c:33]([F:37])[cH:34][c:35]3[F:36])[cH:23][cH:24]1.[ClH:40].[Na+:42].[O:43]1[CH2:44][CH2:45][O:46][CH2:47][CH2:48]1.[OH-:41]>>[NH:4]([CH2:5][CH2:6][CH2:7][N:8]1[C:9](=[O:18])[c:10]2[c:11]([cH:14][cH:15][cH:16][cH:17]2)[C:12]1=[O:13])[c:19]1[c:20]([F:39])[cH:21][c:22](-[c:25]2[o:26][c:27]3[c:28]([c:29](=[O:31])[cH:30]2)[c:32]([NH2:38])[c:33]([F:37])[cH:34][c:35]3[F:36])[cH:23][cH:24]1. Reactants: C(C1=CC=CC=C1)OC=1C=C(C=CC1)CC(C(=O)OCC)NC(=O)NCC1=CC=C(C=C1)NC(=O)OC(C)(C)C (Ethyl 3-(3-(benzyloxy)phenyl)-2-(3-(4-(tert-butoxycarbonylamino)benzyl)ureido)propanoate), C(=O)(C(F)(F)F)O (TFA). Run in C(Cl)Cl (DCM). Run at time 1 hour. Yields the product NC1=CC=C(CNC(NC(C(=O)OCC)CC2=CC(=CC=C2)OCC2=CC=CC=C2)=O)C=C1 (ethyl 2-(3-(4-aminobenzyl)ureido)-3-(3-(benzyloxy)phenyl)propanoate). The yield is 91.3%. As a reaction SMILES: [CH2:1]([O:8][C:9]1[CH:10]=[C:11]([CH2:15][CH:16]([NH:22][C:23]([NH:25][CH2:26][C:27]2[CH:32]=[CH:31][C:30]([NH:33]C(OC(C)(C)C)=O)=[CH:29][CH:28]=2)=[O:24])[C:17]([O:19][CH2:20][CH3:21])=[O:18])[CH:12]=[CH:13][CH:14]=1)[C:2]1[CH:7]=[CH:6][CH:5]=[CH:4][CH:3]=1.C(O)(C(F)(F)F)=O>C(Cl)Cl>[NH2:33][C:30]1[CH:29]=[CH:28][C:27]([CH2:26][NH:25][C:23](=[O:24])[NH:22][CH:16]([CH2:15][C:11]2[CH:12]=[CH:13][CH:14]=[C:9]([O:8][CH2:1][C:2]3[CH:3]=[CH:4][CH:5]=[CH:6][CH:7]=3)[CH:10]=2)[C:17]([O:19][CH2:20][CH3:21])=[O:18])=[CH:32][CH:31]=1. Reported procedure: 161 (469 mg) was dissolved in 4 ml of DCM and 4 ml of TFA was added then the reaction mixture was let 1 h at room temperature. The reaction mixture is concentrated and 50 ml of AcOEt are added. The organic phase are washed with saturated NaHCO3 and brine then dried over Na2SO4, filtered and concentrated to afford 162 as a white solid (350 mg, 91%). 1H NMR (DMSO): δ 1.28 (t, 3H, J=6.5 Hz), 3.04 (m, 2H), 4.13 (d, 2H, J=4.1 Hz), 4.19 (q, 2H, J=6.5 Hz), 4.56 (m, 1H), 5.02 (s, 2H), 5.21 (s, 2H), 6.29... The reactants are N(C(=O)C)C1=CC=C(C=C1)O (p-Acetaminophenol), C([O-])([O-])=O.[K+].[K+] (potassium carbonate), [Si]([O-])([O-])([O-])[O-].[Al+3].[Si]([O-])([O-])([O-])[O-].[Si]([O-])([O-])([O-])[O-].[Al+3].[Al+3].[Al+3] (aluminum silicate), C(=O)=O (CO2). Reaction conditions: temperature 220 celsius. The product is NC1=CC=C(C(C(=O)O)=C1)O (5-aminosalicylic acid). Yield: 90.0%. RXN SMILES: [NH:1]([C:5]1[CH:10]=[CH:9][C:8]([OH:11])=[CH:7][CH:6]=1)C(C)=O.[C:12](=O)([O-:14])[O-:13].[K+].[K+].[Si]([O-])([O-])([O-])[O-].[Al+3].[Si]([O-])([O-])([O-])[O-].[Si]([O-])([O-])([O-])[O-].[Al+3].[Al+3].[Al+3].C(=O)=O>>[NH2:1][C:5]1[CH:6]=[C:7]([C:12]([OH:14])=[O:13])[C:8]([OH:11])=[CH:9][CH:10]=1 |f:1.2.3,4.5.6.7.8.9.10|. Reported procedure: p-Acetaminophenol 15 g, potassium carbonate 30 g, and aluminum silicate 45 g were added into a 500 ml autoclave, and CO2 was introduced to perform a carboxylation reaction under a reaction pressure of 3.0 MPa and heated to 220° C., maintained for 1 hour, then the reaction was terminated, cooled to 80° C., and 1500 ml distilled water was added to dissolve potassium 5-aminosalicylate. After decolorization, the aqueous phase was acidified with 20˜30% hydrochloric acid until pH=4, cooled and then fi... Reactants: ClC1=C(C=CC=C1)O (o-chlorophenol), C(C=O)(=O)O (glyoxylic acid). The product is ClC=1C=C(C(C(=O)O)O)C=CC1O (3-chloro-4-hydroxymandelic acid). Reaction SMILES: [Cl:1][C:2]1[CH:7]=[CH:6][CH:5]=[CH:4][C:3]=1[OH:8].[C:9]([OH:13])(=[O:12])[CH:10]=[O:11]>>[Cl:1][C:2]1[CH:7]=[C:6]([CH:5]=[CH:4][C:3]=1[OH:8])[CH:10]([OH:11])[C:9]([OH:13])=[O:12]. Procedure details: o-chlorophenol is reacted with glyoxylic acid to give 3-chloro-4-hydroxymandelic acid,